From a dataset of the Open Reaction Database (ORD), a public repository of structured organic reaction records. describe an organic reaction: reactants, conditions, products, and yield Reactants: C(C)(C)(C)OC(=O)N1C(=CC=2CN(CCC21)C(=O)OC(C)(C)C)CC(=O)OCC2=CC=CC=C2 (benzyl 1-t-butoxycarbonyl-5-t-butoxycarbonyl-4,5,6,7-tetrahydropyrrolo [3,2-c]pyridin-2-acetate), C(F)(F)(F)C(=O)O (CF3CO2H). Solvent: C(Cl)Cl (methylene chloride). Run at time 1 hour. Yields the product N1C(=CC=2CNCCC21)CC(=O)OCC2=CC=CC=C2 (Benzyl 4,5,6,7-tetrahydropyrrolo[3,2-c]pyridin-2-acetate). Reaction SMILES: C(OC([N:8]1[C:16]2[CH2:15][CH2:14][N:13](C(OC(C)(C)C)=O)[CH2:12][C:11]=2[CH:10]=[C:9]1[CH2:24][C:25]([O:27][CH2:28][C:29]1[CH:34]=[CH:33][CH:32]=[CH:31][CH:30]=1)=[O:26])=O)(C)(C)C.C(C(O)=O)(F)(F)F>C(Cl)Cl>[NH:8]1[C:16]2[CH2:15][CH2:14][NH:13][CH2:12][C:11]=2[CH:10]=[C:9]1[CH2:24][C:25]([O:27][CH2:28][C:29]1[CH:34]=[CH:33][CH:32]=[CH:31][CH:30]=1)=[O:26]. Procedure: In 5 ml of methylene chloride was dissolved 0.11 g (0.20 mmol) of benzyl 1-t-butoxycarbonyl-5-t-butoxycarbonyl-4,5,6,7-tetrahydropyrrolo [3,2-c]pyridin-2-acetate, and under ice-cooling, 1 ml of CF3CO2H was added to the solution and the resulting mixture was stirred at room temperature for one hour. The reactants are C(=O)(OCC1=CC=CC=C1)NCCS(=O)(=O)N (Cbz-Taurinamide), C(CCC(=O)O)(=O)O (succinic acid). The reagents and catalysts are [Pd] (Pd/C). Run in CO (methanol). The product is C(CCC(=O)O)(=O)O.NCCS(=O)(=O)N (Taurinamide Succinate). Yield: 90.0%. As a reaction SMILES: C([NH:11][CH2:12][CH2:13][S:14]([NH2:17])(=[O:16])=[O:15])(OCC1C=CC=CC=1)=O.[C:18]([OH:25])(=[O:24])[CH2:19][CH2:20][C:21]([OH:23])=[O:22]>CO.[Pd]>[C:18]([OH:25])(=[O:24])[CH2:19][CH2:20][C:21]([OH:23])=[O:22].[NH2:11][CH2:12][CH2:13][S:14]([NH2:17])(=[O:16])=[O:15] |f:4.5|. Reported procedure: Take a suspension of 100 g of Cbz-Taurinamide in 1000 ml methanol, and 10% Pd/C (1.0 g) and subject to hydrogenation at 45-50 psi. Upon completion of the reaction filter the catalyst and add succinic acid (1.0 eq) to the solvent and distill off the solvent under vacuum to provide the title compound in about 90% yield as a white solid.